From a dataset of the Open Reaction Database (ORD), a public repository of structured organic reaction records. describe an organic reaction: reactants, conditions, products, and yield Reactants: CCCCN(CCCC)c1ccc(C(=O)c2ccccc2C(=O)O)c(O)c1, O=S(=O)(O)O. Yields the product O=C1OCc2ccccc21. Reaction SMILES: [CH2:1]([N:2]([CH2:3][CH2:4][CH2:5][CH3:6])[c:7]1[cH:8][cH:9][c:11]([C:10]([c:12]2[c:13]([C:14](=[O:15])[OH:16])[cH:17][cH:18][cH:19][cH:20]2)=[O:21])[c:22]([OH:23])[cH:24]1)[CH2:25][CH2:26][CH3:27].[S:28](=[O:29])(=[O:30])([OH:31])[OH:32]>>[CH2:10]1[c:12]2[c:13]([cH:17][cH:18][cH:19][cH:20]2)[C:14](=[O:15])[O:16]1. RXN SMILES: [CH2:1]([c:2]1[cH:3][cH:4][cH:5][cH:6][cH:7]1)[O:8][c:9]1[c:10]([CH2:18][CH3:19])[cH:11][c:12]([CH:13]=[O:14])[cH:15][c:16]1[CH3:17].[CH3:26][C:27](=[O:28])[CH3:29].[K+:25].[Mn:20](=[O:21])([O-:22])(=[O:23])=[O:24]>>[CH2:1]([c:2]1[cH:3][cH:4][cH:5][cH:6][cH:7]1)[O:8][c:9]1[c:10]([CH2:18][CH3:19])[cH:11][c:12]([C:13](=[O:14])[OH:21])[cH:15][c:16]1[CH3:17]. Product: CCc1cc(C(=O)O)cc(C)c1OCc1ccccc1. The reactants are CCc1cc(C=O)cc(C)c1OCc1ccccc1, CC(C)=O, [K+], O=[Mn](=O)(=O)[O-]. Reactants: [Cl-].COC[P+](C1=CC=CC=C1)(C1=CC=CC=C1)C1=CC=CC=C1 (methoxymethyl-triphenylphosphonium chloride), Cl (Hydrochloric acid), C(C)OC(=O)N1[C@H]([C@@H](CC1)CC=O)C(=O)OCC (trans 1-ethoxycarbonyl-2-ethoxycarbonylpyrrolidine-3-acetaldehyde), CC(C)([O-])C.[K+].O1CCCC1 (potassium tert-butoxide tetrahydrofuran). Solvent: O1CCCC1 (tetrahydrofuran), O1CCCC1 (tetrahydrofuran). Run at time 4 hour. The product is C(C)OC(=O)N1[C@H]([C@@H](CC1)CCC=O)C(=O)OCC (trans 1-ethoxycarbonyl-2-ethoxycarbonylpyrrolidine-3-propionaldehyde). As a reaction SMILES: [CH2:1]([O:3][C:4]([N:6]1[CH2:10][CH2:9][C@@H:8]([CH2:11][CH:12]=O)[C@@H:7]1[C:14]([O:16][CH2:17][CH3:18])=[O:15])=[O:5])[CH3:2].[Cl-].[CH3:20][O:21]C[P+](C1C=CC=CC=1)(C1C=CC=CC=1)C1C=CC=CC=1.CC(C)([O-])C.[K+].O1CCCC1.Cl>O1CCCC1>[CH2:1]([O:3][C:4]([N:6]1[CH2:10][CH2:9][C@@H:8]([CH2:11][CH2:12][CH:20]=[O:21])[C@@H:7]1[C:14]([O:16][CH2:17][CH3:18])=[O:15])=[O:5])[CH3:2] |f:1.2,3.4.5|. Procedure: To 0.4 g of trans 1-ethoxycarbonyl-2-ethoxycarbonylpyrrolidine-3-acetaldehyde in 5 ml anhydrous tetrahydrofuran under nitrogen, cooled to -78°, is added dropwise a solution of 1.17 g of methoxymethyl-triphenylphosphonium chloride in 15 ml of anhydrous tetrahydrofuran to which is added 1.55 ml of potassium tert-butoxide/tetrahydrofuran (1.6M). Solution is stirred at room temperature for 4 hours. 2N Hydrochloric acid (11 ml) is added and the mixture is stirred for 45 minutes. The solution is conce... The product is CCC(CC)n1cc(Br)nc(SC)c1=O. The reactants are CCC(CC)n1cc(Br)nc(Br)c1=O, C1CCOC1, C[S-], CCOC(C)=O, [Na+], O. RXN SMILES: [Br:1][c:2]1[c:3](=[O:14])[n:4]([CH:9]([CH2:10][CH3:11])[CH2:12][CH3:13])[cH:5][c:6]([Br:8])[n:7]1.[CH2:18]1[O:19][CH2:20][CH2:21][CH2:22]1.[CH3:15][S-:16].[CH3:24][CH2:25][O:26][C:27](=[O:28])[CH3:29].[Na+:17].[OH2:23]>>[c:2]1([S:16][CH3:15])[c:3](=[O:14])[n:4]([CH:9]([CH2:10][CH3:11])[CH2:12][CH3:13])[cH:5][c:6]([Br:8])[n:7]1. Starting materials: [Cl-].C(C)OP(O)(=O)CC=C (Allylphosphonic acid ethyl ester-chloride), C1(=CC=CC=C1)O (phenol). Yields the product C1(=CC=CC=C1)OP(OCC)(=O)CC=C (allylphosphonic acid ethyl phenyl ester). Yield: 60.0%. Reaction SMILES: [Cl-].[CH2:2]([O:4][P:5]([CH2:8][CH:9]=[CH2:10])(=O)[OH:6])[CH3:3].[C:11]1([OH:17])[CH:16]=[CH:15][CH:14]=[CH:13][CH:12]=1>>[C:11]1([O:17][P:5]([CH2:8][CH:9]=[CH2:10])(=[O:6])[O:4][CH2:2][CH3:3])[CH:16]=[CH:15][CH:14]=[CH:13][CH:12]=1 |f:0.1|. Procedure: Allylphosphonic acid ethyl ester-chloride, prepared analogously to synergistic agent 16, was reacted with phenol analogously to agent 16 to give allylphosphonic acid ethyl phenyl ester. Starting materials: C(C1=CC=CC=C1)OC(=O)NC(C(=O)N1CC=2NC=3C=CC=C(C3C2C(C1)=O)C(=O)[O-])(C)C (2-(2-(((benzyloxy)carbonyl)amino)-2-methylpropanoyl)-4-oxo-2,3,4,9-tetrahydro-1H-pyrido[3,4-b]indole-5-carboxylate), O.NN (hydrazine hydrate), C1CCC=2C=3C=4C(=CC=CC4NC13)C(NN2)=O (2,3,5,10-tetrahydro-[1,2]diazepino[3,4,5,6-def]carbazol-6(1H)-one). Yields the product C(C1=CC=CC=C1)OC(NC(C(N1CC=2C=3C=4C(=CC=CC4NC3C1)C(NN2)=O)=O)(C)C)=O (benzyl(2-methyl-1-oxo-1-(8-oxo-8,9-dihydro-2,4,9,10-tetraazacyclohepta[def]fluoren-2(1H,3H,4H)-yl)propan-2-yl)carbamate). RXN SMILES: [CH2:1]([O:8][C:9]([NH:11][C:12]([CH3:33])([CH3:32])[C:13]([N:15]1[CH2:27][C:26](=O)[C:25]2[C:24]3[C:23]([C:29]([O-])=[O:30])=[CH:22][CH:21]=[CH:20][C:19]=3[NH:18][C:17]=2[CH2:16]1)=[O:14])=[O:10])[C:2]1[CH:7]=[CH:6][CH:5]=[CH:4][CH:3]=1.O.NN.C1C2NC3C=CC=C4C(=O)[NH:51][N:52]=C(C=2C=34)CC1>>[CH2:1]([O:8][C:9](=[O:10])[NH:11][C:12]([CH3:33])([CH3:32])[C:13](=[O:14])[N:15]1[CH2:16][C:17]2[NH:18][C:19]3[CH:20]=[CH:21][CH:22]=[C:23]4[C:29](=[O:30])[NH:51][N:52]=[C:26]([C:25]=2[C:24]=34)[CH2:27]1)[C:2]1[CH:3]=[CH:4][CH:5]=[CH:6][CH:7]=1 |f:1.2|. Procedure details: The target product was prepared from 2-(2-(((benzyloxy)carbonyl)amino)-2-methylpropanoyl)-4-oxo-2,3,4,9-tetrahydro-1H-pyrido[3,4-b]indole-5-carboxylate and hydrazine hydrate according to the procedure similar to that for Compound 1. 1H NMR (DMSO-d6) δ 11.8 (s, 1H), 10.2 (s, 1H), 7.18-7.55 (m, 8H), 4.82-4.91 (m, 4H), 4.43-4.55 (m, 2H), 1.25 (s, 6H). MS (ESI) m/e [M+1]+ 446. Starting materials: O[C@H]1C[C@H]2CC[C@H]3[C@@H]4CC[C@@H]([C@@]4(C)CC([C@@H]3[C@]2(CC1)C)=O)C(=O)OCCN1CCOCC1 (3α-hydroxy-17β-(2'-morpholinoethoxycarbonyl)-5β-androstan-11-one), C(CC(O)(C(=O)O)CC(=O)O)(=O)O (citric acid). Solvent: C(C)O (ethanol). The product is O[C@H]1C[C@H]2CC[C@H]3[C@@H]4CC[C@@H]([C@@]4(C)CC([C@@H]3[C@]2(CC1)C)=O)C(=O)OCCN1CCOCC1.C(CC(O)(C(=O)[O-])CC(=O)[O-])(=O)[O-] (3α-Hydroxy-17β-(2'-morpholinoethoxycarbonyl)-5β-androstan-11-one citrate). The yield is 10.0%. Reaction SMILES: [OH:1][C@@H:2]1[CH2:19][CH2:18][C@@:17]2([CH3:20])[C@H:4]([CH2:5][CH2:6][C@@H:7]3[C@@H:16]2[C:15](=[O:21])[CH2:14][C@@:12]2([CH3:13])[C@H:8]3[CH2:9][CH2:10][C@@H:11]2[C:22]([O:24][CH2:25][CH2:26][N:27]2[CH2:32][CH2:31][O:30][CH2:29][CH2:28]2)=[O:23])[CH2:3]1.[C:33]([OH:45])(=[O:44])[CH2:34][C:35]([CH2:40][C:41]([OH:43])=[O:42])([C:37]([OH:39])=[O:38])[OH:36]>C(O)C>[OH:1][C@@H:2]1[CH2:19][CH2:18][C@@:17]2([CH3:20])[C@H:4]([CH2:5][CH2:6][C@@H:7]3[C@@H:16]2[C:15](=[O:21])[CH2:14][C@@:12]2([CH3:13])[C@H:8]3[CH2:9][CH2:10][C@@H:11]2[C:22]([O:24][CH2:25][CH2:26][N:27]2[CH2:28][CH2:29][O:30][CH2:31][CH2:32]2)=[O:23])[CH2:3]1.[C:33]([O-:45])(=[O:44])[CH2:34][C:35]([CH2:40][C:41]([O-:43])=[O:42])([C:37]([O-:39])=[O:38])[OH:36] |f:3.4|. Procedure details: A solution of 3α-hydroxy-17β-(2'-morpholinoethoxycarbonyl)-5β-androstan-11-one (112 mg., 0.25 mmole) in ethanol (2 ml.) was treated with 0.01 N aqueous citric acid (2.5 ml; 0.25 mmole) and the resulting mixture was evaporated to dryness. The residue was treated with water (1.1 ml) to give an aqueous solution of the title compound (10% with respect to free steroidal base).